This data is from the Open Reaction Database (ORD), a public repository of structured organic reaction records. The task is: describe an organic reaction: reactants, conditions, products, and yield Reaction SMILES: [Br:22][CH2:23][c:24]1[cH:25][cH:26][c:27]([C:30]([F:31])([F:32])[F:33])[cH:28][cH:29]1.[Cl:1][c:2]1[cH:3][cH:4][c:5]([S:8](=[O:9])(=[O:10])[NH:11][CH:12]2[CH:13]([C:19](=[O:20])[NH2:21])[CH2:14][CH2:15][CH2:16][CH2:17][CH2:18]2)[cH:6][cH:7]1>>[Cl:1][c:2]1[cH:3][cH:4][c:5]([S:8](=[O:9])(=[O:10])[N:11]([CH:12]2[CH:13]([C:19](=[O:20])[NH2:21])[CH2:14][CH2:15][CH2:16][CH2:17][CH2:18]2)[CH2:23][c:24]2[cH:25][cH:26][c:27]([C:30]([F:31])([F:32])[F:33])[cH:28][cH:29]2)[cH:6][cH:7]1. Starting materials: FC(F)(F)c1ccc(CBr)cc1, NC(=O)C1CCCCCC1NS(=O)(=O)c1ccc(Cl)cc1. Yields the product NC(=O)C1CCCCCC1N(Cc1ccc(C(F)(F)F)cc1)S(=O)(=O)c1ccc(Cl)cc1. Reactants: C(C)Br (ethyl bromide), C1=CC=CC=2C(C3=C(C=CC21)C=CC=C3)=O (5H-dibenzo[a,d]cyclohepten-5-one), C(C)[Mg]Br (ethylmagnesium bromide), [Cl-].[NH4+] (ammonium chloride), [Mg] (magnesium). Solvent: CCOCC (ether). Run at time 1 hour. Yields the product C(C)C1(C2=C(C=CC3=C1C=CC=C3)C=CC=C2)O (5-ethyl-5-hydroxy-5H-dibenzo[a,d]cycloheptene). Reaction SMILES: [CH:1]1[C:11]2[CH:10]=[CH:9][C:8]3[CH:12]=[CH:13][CH:14]=[CH:15][C:7]=3[C:6](=[O:16])[C:5]=2[CH:4]=[CH:3][CH:2]=1.[CH2:17]([Mg]Br)[CH3:18].[Mg].C(Br)C.[Cl-].[NH4+]>CCOCC>[CH2:17]([C:6]1([OH:16])[C:7]2[CH:15]=[CH:14][CH:13]=[CH:12][C:8]=2[CH:9]=[CH:10][C:11]2[CH:1]=[CH:2][CH:3]=[CH:4][C:5]1=2)[CH3:18] |f:4.5|. Procedure: 5H-dibenzo[a,d]cyclohepten-5-one (15.5 g., 0.075 mole) is added in portions to a solution of ethylmagnesium bromide, prepared from 3.64 g. (0.15 mole) of magnesium and 16.4 g. of ethyl bromide in ether. After stirring for 1 hour at room temperature, the mixture is heated to refluxing for 15 minutes, then cooled, and the Grignard adduct is hydrolyzed by cautiously adding ammonium chloride solution. The crude 5-ethyl-5-hydroxy-5H-dibenzo[a,d]cycloheptene is recovered from the ether layer in a yiel... The reactants are CC(C)(C)Nc1nc(C(F)(F)F)c(C(=O)O)o1, CN(C)C=O, O=S(Cl)Cl. The product is CC(C)(C)Nc1nc(C(F)(F)F)c(C(=O)Cl)o1. As a reaction SMILES: [C:1]([CH3:2])([CH3:3])([CH3:4])[NH:5][c:6]1[o:7][c:8]([C:15](=[O:16])[OH:17])[c:9]([C:11]([F:12])([F:13])[F:14])[n:10]1.[CH3:22][N:23]([CH3:24])[CH:25]=[O:26].[S:18]([Cl:19])([Cl:20])=[O:21]>>[C:1]([CH3:2])([CH3:3])([CH3:4])[NH:5][c:6]1[o:7][c:8]([C:15](=[O:17])[Cl:20])[c:9]([C:11]([F:12])([F:13])[F:14])[n:10]1. The reactants are [BH4-], CO, [Na+], COC(=O)C1C(=O)CC(C)CC1(C)c1cccc(-c2ccccc2)c1. Yields the product COC(=O)C1C(O)CC(C)CC1(C)c1cccc(-c2ccccc2)c1. Reaction SMILES: [BH4-:26].[CH3:28][OH:29].[Na+:27].[c:1]1(-[c:7]2[cH:8][c:9]([C:13]3([CH3:25])[CH:14]([C:21](=[O:22])[O:23][CH3:24])[C:15](=[O:20])[CH2:16][CH:17]([CH3:19])[CH2:18]3)[cH:10][cH:11][cH:12]2)[cH:2][cH:3][cH:4][cH:5][cH:6]1>>[c:1]1(-[c:7]2[cH:8][c:9]([C:13]3([CH3:25])[CH:14]([C:21](=[O:22])[O:23][CH3:24])[CH:15]([OH:20])[CH2:16][CH:17]([CH3:19])[CH2:18]3)[cH:10][cH:11][cH:12]2)[cH:2][cH:3][cH:4][cH:5][cH:6]1. Reactants: CC(C)CCO, CNS(=O)(=O)Cc1ccc(N)cc1, CCO, Clc1nc(Nc2ccccc2)c2ccccc2n1, COc1ccc2nc(Cl)nc(Nc3ccccc3)c2c1. Yields the product Cl, CNS(=O)(=O)Cc1ccc(Nc2nc(Nc3ccccc3)c3ccccc3n2)cc1. As a reaction SMILES: [CH2:52]([OH:53])[CH2:54][CH:55]([CH3:56])[CH3:57].[CH3:19][NH:20][S:21](=[O:22])(=[O:23])[CH2:24][c:25]1[cH:26][cH:27][c:28]([NH2:31])[cH:29][cH:30]1.[CH3:58][CH2:59][OH:60].[Cl:1][c:2]1[n:3][c:4]2[cH:5][cH:6][cH:7][cH:8][c:9]2[c:10]([NH:12][c:13]2[cH:14][cH:15][cH:16][cH:17][cH:18]2)[n:11]1.[Cl:32][c:33]1[n:34][c:35]([NH:36][c:37]2[cH:38][cH:39][cH:40][cH:41][cH:42]2)[c:43]2[c:44]([cH:45][cH:46][c:47]([O:48][CH3:49])[cH:50]2)[n:51]1>>[ClH:1].[c:2]1([NH:31][c:28]2[cH:27][cH:26][c:25]([CH2:24][S:21]([NH:20][CH3:19])(=[O:22])=[O:23])[cH:30][cH:29]2)[n:3][c:4]2[cH:5][cH:6][cH:7][cH:8][c:9]2[c:10]([NH:12][c:13]2[cH:14][cH:15][cH:16][cH:17][cH:18]2)[n:11]1. Procedure: To a solution of 8-chloro-7-(4-chlorobenzyl)-3-((2-(trimethylsilyl)ethoxy)methyl)-1H-purine-2,6(3H,7H)-dione (250 mg, 0.568 mmol) in DMF (30 mL) was added (3-bromopropoxy)(tert-butyl)dimethylsilane (0.2 g, 0.794 mmol), followed by potassium carbonate (160 mg, 1.13 mmol). The mixture was stirred at 70° C. overnight. The reaction was cooled and partitioned between ethyl acetate and water. The combined organic phase was washed with brine, dried over sodium sulfate, and concentrated to give 7-benzyl... The yield is 103.3%. Reaction SMILES: [Cl:1][C:2]1[N:10]([CH2:11][C:12]2[CH:17]=[CH:16][C:15](Cl)=[CH:14][CH:13]=2)[C:9]2[C:8](=[O:19])[NH:7][C:6](=[O:20])[N:5]([CH2:21][O:22][CH2:23][CH2:24][Si:25]([CH3:28])([CH3:27])[CH3:26])[C:4]=2[N:3]=1.Br[CH2:30][CH2:31][CH2:32][O:33][Si:34]([C:37]([CH3:40])([CH3:39])[CH3:38])([CH3:36])[CH3:35].C(=O)([O-])[O-].[K+].[K+]>CN(C=O)C>[CH2:11]([N:10]1[C:9]2[C:8](=[O:19])[N:7]([CH2:30][CH2:31][CH2:32][O:33][Si:34]([C:37]([CH3:38])([CH3:40])[CH3:39])([CH3:35])[CH3:36])[C:6](=[O:20])[N:5]([CH2:21][O:22][CH2:23][CH2:24][Si:25]([CH3:28])([CH3:27])[CH3:26])[C:4]=2[N:3]=[C:2]1[Cl:1])[C:12]1[CH:17]=[CH:16][CH:15]=[CH:14][CH:13]=1 |f:2.3.4|. Reactants: ClC1=NC=2N(C(NC(C2N1CC1=CC=C(C=C1)Cl)=O)=O)COCC[Si](C)(C)C (8-chloro-7-(4-chlorobenzyl)-3-((2-(trimethylsilyl)ethoxy)methyl)-1H-purine-2,6(3H,7H)-dione), BrCCCO[Si](C)(C)C(C)(C)C ((3-bromopropoxy)(tert-butyl)dimethylsilane), C([O-])([O-])=O.[K+].[K+] (potassium carbonate). The product is C(C1=CC=CC=C1)N1C(=NC=2N(C(N(C(C12)=O)CCCO[Si](C)(C)C(C)(C)C)=O)COCC[Si](C)(C)C)Cl (7-benzyl-1-(3-(tert-butyldimethylsilyloxy)propyl)-8-chloro-3-((2-(trimethylsilyl)ethoxy)methyl)-1H-purine-2,6(3H,7H)-dione). Run at temperature 70 celsius, time 8 hour. Run in CN(C)C=O (DMF). Starting materials: [Cl-].C1(=CC=CC=C1)[I+]C1=CC=CC=C1 (diphenyliodonium chloride), FC1=C(C(=C(C(=C1[B-](C1=C(C(=C(C(=C1F)F)F)F)F)(C1=C(C(=C(C(=C1F)F)F)F)F)C1=C(C(=C(C(=C1F)F)F)F)F)F)F)F)F.[Li+] (lithium tetrakis(pentafluorophenyl)borate). Run in O (water), O (water). Reaction conditions: time 30 minute. The product is FC1=C(C(=C(C(=C1[B-](C1=C(C(=C(C(=C1F)F)F)F)F)(C1=C(C(=C(C(=C1F)F)F)F)F)C1=C(C(=C(C(=C1F)F)F)F)F)F)F)F)F.C1(=CC=CC=C1)[I+]C1=CC=CC=C1 (diphenyliodonium tetrakis(pentafluorophenyl)borate). Yield: 75.0%. RXN SMILES: [Cl-].[C:2]1([I+:8][C:9]2[CH:14]=[CH:13][CH:12]=[CH:11][CH:10]=2)[CH:7]=[CH:6][CH:5]=[CH:4][CH:3]=1.[F:15][C:16]1[C:21]([B-:22]([C:45]2[C:50]([F:51])=[C:49]([F:52])[C:48]([F:53])=[C:47]([F:54])[C:46]=2[F:55])([C:34]2[C:39]([F:40])=[C:38]([F:41])[C:37]([F:42])=[C:36]([F:43])[C:35]=2[F:44])[C:23]2[C:28]([F:29])=[C:27]([F:30])[C:26]([F:31])=[C:25]([F:32])[C:24]=2[F:33])=[C:20]([F:56])[C:19]([F:57])=[C:18]([F:58])[C:17]=1[F:59].[Li+]>O>[F:51][C:50]1[C:45]([B-:22]([C:23]2[C:28]([F:29])=[C:27]([F:30])[C:26]([F:31])=[C:25]([F:32])[C:24]=2[F:33])([C:21]2[C:20]([F:56])=[C:19]([F:57])[C:18]([F:58])=[C:17]([F:59])[C:16]=2[F:15])[C:34]2[C:35]([F:44])=[C:36]([F:43])[C:37]([F:42])=[C:38]([F:41])[C:39]=2[F:40])=[C:46]([F:55])[C:47]([F:54])=[C:48]([F:53])[C:49]=1[F:52].[C:9]1([I+:8][C:2]2[CH:3]=[CH:4][CH:5]=[CH:6][CH:7]=2)[CH:10]=[CH:11][CH:12]=[CH:13][CH:14]=1 |f:0.1,2.3,5.6|. Procedure: 7.17 g (or 22.6 mmol) of diphenyliodonium chloride were dissolved in 300 ml of water in a 1,000 ml Erlenmeyer flask. 15.52 g (or 22.6 mmol) of lithium tetrakis(pentafluorophenyl)borate in solution in 250 ml of water were added dropwise. The mixture was maintained under stirring for 30 minutes and was then filtered. The filtrate was dried under reduced pressure (133 Pa) overnight with the exclusion of light. 16.33 g (or a yield of 75%) of diphenyliodonium tetrakis(pentafluorophenyl)borate were th...